This data is from the Open Reaction Database (ORD), a public repository of structured organic reaction records. The task is: describe an organic reaction: reactants, conditions, products, and yield Starting materials: FC1=C(C(=O)C2=C(C=CC(=C2)[N+](=O)[O-])N(C(=O)C(C)(C)NC(OCC2=CC=CC=C2)=O)C)C=CC=C1 (benzyl [1-[[2-(o-fluorobenzoyl)-4-nitrophenyl]-methylcarbamoyl]-1-methylethyl]carbamate), C([O-])(O)=O.[Na+] (sodium bicarbonate). Run in Br (hydrogen bromide). Run at time 15 minute. The product is FC1=C(C=CC=C1)C1=NC(C(N(C2=C1C=C(C=C2)[N+](=O)[O-])C)=O)(C)C (5-(o-fluorophenyl)-1,3-dihydro-1,3,3-trimethyl-7-nitro-2H-1,4-benzodiazepin-2-one). Reaction SMILES: [F:1][C:2]1[CH:36]=[CH:35][CH:34]=[CH:33][C:3]=1[C:4]([C:6]1[CH:11]=[C:10]([N+:12]([O-:14])=[O:13])[CH:9]=[CH:8][C:7]=1[N:15]([CH3:32])[C:16]([C:18]([NH:21]C(=O)OCC1C=CC=CC=1)([CH3:20])[CH3:19])=[O:17])=O.C(=O)(O)[O-].[Na+]>Br>[F:1][C:2]1[CH:36]=[CH:35][CH:34]=[CH:33][C:3]=1[C:4]1[C:6]2[CH:11]=[C:10]([N+:12]([O-:14])=[O:13])[CH:9]=[CH:8][C:7]=2[N:15]([CH3:32])[C:16](=[O:17])[C:18]([CH3:20])([CH3:19])[N:21]=1 |f:1.2|. Procedure: A solution of 20 mg (0.04 mol) of benzyl [1-[[2-(o-fluorobenzoyl)-4-nitrophenyl]-methylcarbamoyl]-1-methylethyl]carbamate in 0.5 ml of hydrogen bromide/glacial acetic acid (30 percent) is left to stand for 15 minutes, subsequently treated with a 10 percent sodium bicarbonate solution and extracted several times with methylene chloride. The organic phase is dried over sodium sulphate and concentrated, whereupon the residue is chromatographed on a pressure column containing 2 g of silica gel (part... Starting materials: Cl.N1CCC(CC1)C=1NC(C2=CC=CC=C2C1)=O (3-(piperidin-4-yl)-2H-isoquinolin-1-one hydrochloride), BrCCCO (3-bromo-1-propanol). Yields the product OCCCN1CCC(CC1)C=1NC(C2=CC=CC=C2C1)=O (3-[1-(3-hydroxypropyl)piperidin-4-yl]-2H-isoquinolin-1-one). The yield is 25.1%. As a reaction SMILES: Cl.[NH:2]1[CH2:7][CH2:6][CH:5]([C:8]2[NH:9][C:10](=[O:18])[C:11]3[C:16]([CH:17]=2)=[CH:15][CH:14]=[CH:13][CH:12]=3)[CH2:4][CH2:3]1.Br[CH2:20][CH2:21][CH2:22][OH:23]>>[OH:23][CH2:22][CH2:21][CH2:20][N:2]1[CH2:7][CH2:6][CH:5]([C:8]2[NH:9][C:10](=[O:18])[C:11]3[C:16]([CH:17]=2)=[CH:15][CH:14]=[CH:13][CH:12]=3)[CH2:4][CH2:3]1 |f:0.1|. Procedure: By the reaction in the same manner as in Example 2a, using 3-(piperidin-4-yl)-2H-isoquinolin-1-one hydrochloride (500 mg) and 3-bromo-1-propanol (315 mg), 3-[1-(3-hydroxypropyl)piperidin-4-yl]-2H-isoquinolin-1-one (136 mg) was obtained. Starting materials: COc1ccc2[nH]ccc2c1, O=C1CCNCC1, O=[Pt]=O. The product is COc1ccc2[nH]cc(C3CCNCC3)c2c1. As a reaction SMILES: [CH3:1][O:2][c:3]1[cH:4][c:5]2[cH:6][cH:7][nH:8][c:9]2[cH:10][cH:11]1.[NH:12]1[CH2:13][CH2:14][C:15](=[O:18])[CH2:16][CH2:17]1.[Pt:19](=[O:20])=[O:21]>>[CH3:1][O:2][c:3]1[cH:4][c:5]2[c:6]([CH:15]3[CH2:14][CH2:13][NH:12][CH2:17][CH2:16]3)[cH:7][nH:8][c:9]2[cH:10][cH:11]1. The reactants are CCO, Cl, CCOC(=O)CCc1cn(Cc2ccc3cc(OCc4ccccc4F)ccc3c2)cc1-c1ccccc1, [Na+], C1CCOC1, [OH-]. Product: O=C(O)CCc1cn(Cc2ccc3cc(OCc4ccccc4F)ccc3c2)cc1-c1ccccc1. RXN SMILES: [CH3:47][CH2:48][OH:49].[ClH:46].[F:1][c:2]1[c:3]([CH2:4][O:5][c:6]2[cH:7][c:8]3[cH:9][cH:10][c:11]([CH2:16][n:17]4[cH:18][c:19]([CH2:28][CH2:29][C:30](=[O:31])[O:32][CH2:33][CH3:34])[c:20](-[c:22]5[cH:23][cH:24][cH:25][cH:26][cH:27]5)[cH:21]4)[cH:12][c:13]3[cH:14][cH:15]2)[cH:35][cH:36][cH:37][cH:38]1.[Na+:40].[O:41]1[CH2:42][CH2:43][CH2:44][CH2:45]1.[OH-:39]>>[F:1][c:2]1[c:3]([CH2:4][O:5][c:6]2[cH:7][c:8]3[cH:9][cH:10][c:11]([CH2:16][n:17]4[cH:18][c:19]([CH2:28][CH2:29][C:30](=[O:31])[OH:32])[c:20](-[c:22]5[cH:23][cH:24][cH:25][cH:26][cH:27]5)[cH:21]4)[cH:12][c:13]3[cH:14][cH:15]2)[cH:35][cH:36][cH:37][cH:38]1.